Dataset: the Open Reaction Database (ORD), a public repository of structured organic reaction records. Task: describe an organic reaction: reactants, conditions, products, and yield Starting materials: CCOc1ccc(Oc2ccc(O)cc2)c(N)c1, CC(C)(C)[O-], CN(C)C=O, Fc1ccc(F)c(CBr)c1, [K+], O. Yields the product CCOc1ccc(Oc2ccc(OCc3cc(F)ccc3F)cc2)c(N)c1. RXN SMILES: [CH2:1]([CH3:2])[O:3][c:4]1[cH:5][cH:6][c:7]([O:11][c:12]2[cH:13][cH:14][c:15]([OH:18])[cH:16][cH:17]2)[c:8]([NH2:9])[cH:10]1.[CH3:19][C:20]([CH3:21])([O-:22])[CH3:23].[CH3:36][N:37]([CH3:38])[CH:39]=[O:40].[F:25][c:26]1[c:27]([CH2:28][Br:29])[cH:30][c:31]([F:34])[cH:32][cH:33]1.[K+:24].[OH2:35]>>[CH2:1]([CH3:2])[O:3][c:4]1[cH:5][cH:6][c:7]([O:11][c:12]2[cH:13][cH:14][c:15]([O:18][CH2:28][c:27]3[c:26]([F:25])[cH:33][cH:32][c:31]([F:34])[cH:30]3)[cH:16][cH:17]2)[c:8]([NH2:9])[cH:10]1. Starting materials: FC=1C=C(C=C(C1)OC)C1=NNC2=NC=NC(=C21)N (3-(3-fluoro-5-methoxyphenyl)-1H-pyrazolo[3,4-d]pyrimidin-4-amine), OC(C)C=1OC(C2=CC=CC=C2C1C1=CC=C(S1)CN1CCN(CC1)C(=O)OCC1=CC=CC=C1)=O (benzyl 4-((5-(3-(1-hydroxyethyl)-1-oxo-1H-isochromen-4-yl)thiophen-2-yl)methyl)piperazine-1-carboxylate), OC(C)C=1OC(C2=CC=CC=C2C1C1=CC=C(S1)CN1CCN(CC1)C(=O)OCC1=CC=CC=C1)=O (benzyl 4-((5-(3-(1-hydroxyethyl)-1-oxo-1H-isochromen-4-yl)thiophen-2-yl)methyl)piperazine-1-carboxylate), [Br-] (bromide), BrP(Br)Br (tribromophosphine), C(Cl)Cl (DCM), C([O-])([O-])=O.[K+].[K+] (potassium carbonate). Run in CO (MeOH), CN(C)C=O (DMF), C(C)#N (ACN), CN(C)C=O (DMF). Yields the product NC1=C2C(=NC=N1)N(N=C2C2=CC(=CC(=C2)OC)F)C(C)C=2OC(C1=CC=CC=C1C2C2=CC=C(S2)CN2CCN(CC2)C(=O)OCC2=CC=CC=C2)=O (benzyl 4-((5-(3-(1-(4-amino-3-(3-fluoro-5-methoxyphenyl)-1H-pyrazolo[3,4-d]pyrimidin-1-yl)ethyl)-1-oxo-1H-isochromen-4-yl)thiophen-2-yl)methyl)piperazine-1-carboxylate). The yield is 34.5%. RXN SMILES: O[CH:2]([C:4]1[O:5][C:6](=[O:36])[C:7]2[C:12]([C:13]=1[C:14]1[S:18][C:17]([CH2:19][N:20]3[CH2:25][CH2:24][N:23]([C:26]([O:28][CH2:29][C:30]4[CH:35]=[CH:34][CH:33]=[CH:32][CH:31]=4)=[O:27])[CH2:22][CH2:21]3)=[CH:16][CH:15]=1)=[CH:11][CH:10]=[CH:9][CH:8]=2)[CH3:3].BrP(Br)Br.C(Cl)Cl.[F:44][C:45]1[CH:46]=[C:47]([C:53]2[C:61]3[C:56](=[N:57][CH:58]=[N:59][C:60]=3[NH2:62])[NH:55][N:54]=2)[CH:48]=[C:49]([O:51][CH3:52])[CH:50]=1.C(=O)([O-])[O-].[K+].[K+].[Br-]>CN(C=O)C.CO.C(#N)C>[NH2:62][C:60]1[N:59]=[CH:58][N:57]=[C:56]2[N:55]([CH:2]([C:4]3[O:5][C:6](=[O:36])[C:7]4[C:12]([C:13]=3[C:14]3[S:18][C:17]([CH2:19][N:20]5[CH2:21][CH2:22][N:23]([C:26]([O:28][CH2:29][C:30]6[CH:31]=[CH:32][CH:33]=[CH:34][CH:35]=6)=[O:27])[CH2:24][CH2:25]5)=[CH:16][CH:15]=3)=[CH:11][CH:10]=[CH:9][CH:8]=4)[CH3:3])[N:54]=[C:53]([C:47]3[CH:48]=[C:49]([O:51][CH3:52])[CH:50]=[C:45]([F:44])[CH:46]=3)[C:61]=12 |f:4.5.6|. Reported procedure: benzyl 4-((5-(3-(1-hydroxyethyl)-1-oxo-1H-isochromen-4-yl)thiophen-2-yl)methyl)piperazine-1-carboxylate (Intermediate B38, 903 mg, 1.790 mmol) was dissolved in 20 ml of dry then tribromophosphine 1M in DCM (2684 μl, 2.68 mmol) was slowly added. The mixture was stirred at r.t. The reaction was quenched by addition of 60 ml of NaHCO3 sat. sol. and extracted with DCM (100 ml). Phases were separated to leave a milky organic phase. 30 ml of ACN were added and the solution became clear. The mixture wa... Reactants: FC(C(=O)[O-])(F)F (trifluoroacetate), C1=CC=CC=2C3=CC=CC=C3C(C12)COC(N[C@H]1[C@H](OCC1=O)C)=O ((2R, 3S) (2-methyl-4-oxo-tetrahydrofuran-3-yl)-carbamic acid 9H-fluoren-9-ylmethyl ester), N(N)C(=O)NCC1CCC(CC1)C(=O)O (4-[[(hydrazinocarbonyl)amino] methyl]cyclohexanecarboxylic acid), ( 8b ), C(C)(=O)[O-].[Na+] (sodium acetate), trihydrate, ( 8b ). Run in C(Cl)(Cl)Cl (Chloroform), C(C)O (ethanol), O (water). Product: C1=CC=CC=2C3=CC=CC=C3C(C12)COC(NC1C(OCC1=O)C)=O ((2-methyl-4-oxo-tetrahydrofuran-3-yl)-carbamic acid 9H-fluoren-9-ylmethyl ester). As a reaction SMILES: [CH:1]1[C:13]2[CH:12]([CH2:14][O:15][C:16](=[O:25])[NH:17][C@@H:18]3[C:22](=[O:23])[CH2:21][O:20][C@@H:19]3[CH3:24])[C:11]3[C:6](=[CH:7][CH:8]=[CH:9][CH:10]=3)[C:5]=2[CH:4]=[CH:3][CH:2]=1.C([O-])(=O)C.[Na+].N(C(NCC1CCC(C(O)=O)CC1)=O)N.FC(F)(F)C([O-])=O>C(O)C.O.C(Cl)(Cl)Cl>[CH:10]1[C:11]2[CH:12]([CH2:14][O:15][C:16](=[O:25])[NH:17][CH:18]3[C:22](=[O:23])[CH2:21][O:20][CH:19]3[CH3:24])[C:13]3[C:5](=[CH:4][CH:3]=[CH:2][CH:1]=3)[C:6]=2[CH:7]=[CH:8][CH:9]=1 |f:1.2|. Reported procedure: (2R, 3S) (2-methyl-4-oxo-tetrahydrofuran-3-yl)-carbamic acid 9H-fluoren-9-ylmethyl ester (6b) (354 mg, 1.05 mmol, 1 eq) was dissolved in a mixture of ethanol (9.6 mL) and water (1.4 mL) containing sodium acetate.trihydrate (218 mg, 1.6 mmol, 1.5 eq). 4-[[(hydrazinocarbonyl)amino] methyl]cyclohexanecarboxylic acid. trifluoroacetate (346 mg, 1.05 mmol, 1 eq, Murphy, A. M. et al, J. Am. Chem. Soc., 114, 3156–3157, 1992) was added and the mixture refluxed for 2 hr. Chloroform (100 mL) was added and ... The reactants are Cc1ccccc1, O=[N+]([O-])C=CC(F)(F)F, NCc1ccccc1. Product: O=[N+]([O-])CC(NCc1ccccc1)C(F)(F)F. RXN SMILES: [CH3:18][c:19]1[cH:20][cH:21][cH:22][cH:23][cH:24]1.[F:1][C:2]([CH:3]=[CH:4][N+:5](=[O:6])[O-:7])([F:8])[F:9].[NH2:10][CH2:11][c:12]1[cH:13][cH:14][cH:15][cH:16][cH:17]1>>[F:1][C:2]([CH:3]([CH2:4][N+:5](=[O:6])[O-:7])[NH:10][CH2:11][c:12]1[cH:13][cH:14][cH:15][cH:16][cH:17]1)([F:8])[F:9]. RXN SMILES: [Cl:1][C:2]1[CH:3]=[C:4]([C@@H:8]2[C@@H:13]([C:14]3[CH:19]=[CH:18][C:17]([Cl:20])=[CH:16][CH:15]=3)[N:12]([C@@H:21]([CH2:24][CH3:25])[CH2:22]O)[C:11](=[O:26])[C@H:10]([CH:27]([CH3:32])[C:28]([O:30][CH3:31])=[O:29])[CH2:9]2)[CH:5]=[CH:6][CH:7]=1.[CH3:33][NH:34][S:35]([CH:38]1[CH2:40][CH2:39]1)(=[O:37])=[O:36].C(C=P(CCCC)(CCCC)CCCC)#N>C1(C)C=CC=CC=1.CCOC(C)=O.[Na+].[Cl-]>[Cl:1][C:2]1[CH:3]=[C:4]([C@@H:8]2[C@@H:13]([C:14]3[CH:19]=[CH:18][C:17]([Cl:20])=[CH:16][CH:15]=3)[N:12]([C@@H:21]([CH2:24][CH3:25])[CH2:22][N:34]([CH3:33])[S:35]([CH:38]3[CH2:40][CH2:39]3)(=[O:37])=[O:36])[C:11](=[O:26])[C@H:10]([CH:27]([CH3:32])[C:28]([O:30][CH3:31])=[O:29])[CH2:9]2)[CH:5]=[CH:6][CH:7]=1 |f:5.6|. Procedure: A flask, containing a solution of methyl 2-((3S,5R,6S)-5-(3-chlorophenyl)-6-(4-chlorophenyl)-1-((S)-1-hydroxybutan-2-yl)-2-oxopiperidin-3-yl)propanoate (195 mg, 0.408 mmol; Example 127, Step E) and N-methylcyclopropanesulfonamide (165 mg, 1.223 mmol) in toluene (2038 μL) was evacuated and backfilled with Ar (5×). Then cyanomethylenetributylphosphorane (321 μL, 1.223 mmol) was added. The light brownish orange mixture was heated to 70° C. for 2 h. More N-methylcyclopropanesulfonamide (134 mg, 0.99... Reaction conditions: temperature 70 celsius. Yields the product ClC=1C=C(C=CC1)[C@H]1C[C@H](C(N([C@@H]1C1=CC=C(C=C1)Cl)[C@H](CN(S(=O)(=O)C1CC1)C)CC)=O)C(C(=O)OC)C (Methyl 2-((3S,5R,6S)-5-(3-chlorophenyl)-6-(4-chlorophenyl)-1-((S)-1-(N-methylcyclopropanesulfonamido)butan-2-yl)-2-oxopiperidin-3-yl)propanoate). The reactants are CNS(=O)(=O)C1CC1 (N-methylcyclopropanesulfonamide), ClC=1C=C(C=CC1)[C@H]1C[C@H](C(N([C@@H]1C1=CC=C(C=C1)Cl)[C@H](CO)CC)=O)C(C(=O)OC)C (Methyl 2-((3S,5R,6S)-5-(3-chlorophenyl)-6-(4-chlorophenyl)-1-((S)-1-hydroxybutan-2-yl)-2-oxopiperidin-3-yl)propanoate), CNS(=O)(=O)C1CC1 (N-methylcyclopropanesulfonamide), C(#N)C=P(CCCC)(CCCC)CCCC (cyanomethylenetributylphosphorane). Solvent: CCOC(=O)C (EtOAc), [Na+].[Cl-] (NaCl), C1(=CC=CC=C1)C (toluene). Starting materials: ClC(=O)OC (methyl chloroformate), ClC1=CC(=C(C=C1)NC(=O)C=1C=C(C=CC1O)C1=C(C=C(C=C1)F)F)F (N-(4-chloro-2-fluorophenyl)-2′,4′-difluoro-4-hydroxybiphenyl-3-carboxamide), Cl (HCl). The solvent is O1CCCC1.N1=CC=CC=C1 (tetrahydrofuran pyridine). Run at time 10 hour. Yields the product ClC1=CC(=C(C=C1)N1C(OC2=C(C1=O)C=C(C=C2)C2=C(C=C(C=C2)F)F)=O)F (3-(4-chloro-2-fluorophenyl)-6-(2,4-difluorophenyl)-2H-benzo[e][1,3]oxazine-2,4(3H)-dione). The yield is 11.0%. RXN SMILES: Cl[C:2]([O:4][CH3:5])=[O:3].[Cl:6][C:7]1[CH:12]=[CH:11][C:10]([NH:13][C:14]([C:16]2[CH:17]=[C:18]([C:23]3[CH:28]=[CH:27][C:26]([F:29])=[CH:25][C:24]=3[F:30])[CH:19]=[CH:20]C=2O)=[O:15])=[C:9]([F:31])[CH:8]=1.Cl>O1CCCC1.N1C=CC=CC=1>[Cl:6][C:7]1[CH:12]=[CH:11][C:10]([N:13]2[C:14](=[O:15])[C:16]3[CH:17]=[C:18]([C:23]4[CH:28]=[CH:27][C:26]([F:29])=[CH:25][C:24]=4[F:30])[CH:19]=[CH:20][C:5]=3[O:4][C:2]2=[O:3])=[C:9]([F:31])[CH:8]=1 |f:3.4|. Procedure details: A solution of methyl chloroformate (1.2 mL, 12 mmol) was added drop wised to a stirred solution of compound 1 (1.5 g, 4 mmol) in dry anhydrous tetrahydrofuran/pyridine (30 mL) at 0° C. The mixture was refluxed for 2.5 h. After 10 h stirring at room temperature, the pH value of the mixture was adjusted to pH=6 by 5% HCl(aq). The mixture was cooled to obtain crystalline compound on an ice bath for 2-3 h. After cooling, precipitated crystals were filtered off and washed with diluted HCl and water. ... The reactants are CN(C)CCCOc1ccc(-c2cnc(Nc3ccccc3)s2)cc1, Cc1cc(O)ccc1Nc1ncc(-c2ccsc2)s1, CO, CN(C)CCCl, ClCCl, Cl. Product: Cc1cc(OCCN(C)C)ccc1Nc1ncc(-c2ccsc2)s1. RXN SMILES: [CH3:1][N:2]([CH2:3][CH2:4][CH2:5][O:6][c:7]1[cH:8][cH:9][c:10](-[c:11]2[s:12][c:13]([NH:14][c:15]3[cH:16][cH:17][cH:18][cH:19][cH:20]3)[n:21][cH:22]2)[cH:23][cH:24]1)[CH3:25].[CH3:26][c:27]1[cH:28][c:29]([OH:44])[cH:30][cH:31][c:32]1[NH:33][c:34]1[s:35][c:36](-[c:39]2[cH:40][s:41][cH:42][cH:43]2)[cH:37][n:38]1.[CH3:55][OH:56].[Cl:46][CH2:47][CH2:48][N:49]([CH3:50])[CH3:51].[Cl:52][CH2:53][Cl:54].[ClH:45]>>[CH3:1][N:2]([CH2:3][CH2:4][O:44][c:29]1[cH:28][c:27]([CH3:26])[c:32]([NH:33][c:34]2[s:35][c:36](-[c:39]3[cH:40][s:41][cH:42][cH:43]3)[cH:37][n:38]2)[cH:31][cH:30]1)[CH3:25].